From a dataset of the Open Reaction Database (ORD), a public repository of structured organic reaction records. describe an organic reaction: reactants, conditions, products, and yield The reactants are C(C)(C)(C)OC(=O)N1CCC(CC1)(CO)CC1=CC(=CC=C1)OC(F)(F)F (N-tert-butoxycarbonyl-4-(3-trifluoromethoxy-benzyl)-4-hydroxymethylpiperidine), Cl (hydrogen chloride), resultant solution. Solvent: ClCCl (dichloromethane). Reaction conditions: time 2.5 hour. The product is Cl.FC(OC=1C=C(CC2(CCNCC2)CO)C=CC1)(F)F (4-(3-trifluoromethoxybenzyl)-4-hydroxymethylpiperidine hydrochloride salt). Reaction SMILES: C(OC([N:8]1[CH2:13][CH2:12][C:11]([CH2:16][C:17]2[CH:22]=[CH:21][CH:20]=[C:19]([O:23][C:24]([F:27])([F:26])[F:25])[CH:18]=2)([CH2:14][OH:15])[CH2:10][CH2:9]1)=O)(C)(C)C.[ClH:28]>ClCCl>[ClH:28].[F:26][C:24]([F:25])([F:27])[O:23][C:19]1[CH:18]=[C:17]([CH:22]=[CH:21][CH:20]=1)[CH2:16][C:11]1([CH2:14][OH:15])[CH2:10][CH2:9][NH:8][CH2:13][CH2:12]1 |f:3.4|. Procedure: A solution of N-tert-butoxycarbonyl-4-(3-trifluoromethoxy-benzyl)-4-hydroxymethylpiperidine (2.9 g) in dichloromethane (100 mL) at 0° C. was saturated with hydrogen chloride gas. The resultant solution was sealed with a rubber septum and stirred at room temp. for 2.5 h. The product solution was concentrated under vacuum to provide the title compound. The reactants are N1=C(C=CC=C1)C1=C(N=C2N1C=CC=N2)C(C)N (1-(3-pyridin-2-yl-imidazo[1,2-a]pyrimidin-2-yl)-ethylamine), NC1=NC=NC(=C1C#N)Cl (4-amino-6-chloro-pyrimidine-5-carbonitrile), CCN(C(C)C)C(C)C (DIEA). Run in C(CCC)O (n-butanol). Conditions: temperature 100 celsius, time 8 hour. Product: NC1=NC=NC(=C1C#N)NC(C)C=1N=C2N(C=CC=N2)C1C1=NC=CC=C1 (4-amino-6-[1-(3-pyridin-2-yl-imidazo[1,2-a]pyrimidin-2-yl)-ethylamino]-pyrimidine-5-carbonitrile). As a reaction SMILES: [N:1]1[CH:6]=[CH:5][CH:4]=[CH:3][C:2]=1[C:7]1[N:11]2[CH:12]=[CH:13][CH:14]=[N:15][C:10]2=[N:9][C:8]=1[CH:16]([NH2:18])[CH3:17].[NH2:19][C:20]1[C:25]([C:26]#[N:27])=[C:24](Cl)[N:23]=[CH:22][N:21]=1.CCN(C(C)C)C(C)C>C(O)CCC>[NH2:19][C:20]1[C:25]([C:26]#[N:27])=[C:24]([NH:18][CH:16]([C:8]2[N:9]=[C:10]3[N:15]=[CH:14][CH:13]=[CH:12][N:11]3[C:7]=2[C:2]2[CH:3]=[CH:4][CH:5]=[CH:6][N:1]=2)[CH3:17])[N:23]=[CH:22][N:21]=1. Procedure: To a mixture of 1-(3-pyridin-2-yl-imidazo[1,2-a]pyrimidin-2-yl)-ethylamine (800 mg, 3.34 mmol) and 4-amino-6-chloro-pyrimidine-5-carbonitrile (520 mg 3.34 mmol) in n-butanol (5 mL) was added DIEA (1.7 mL, 10.04 mmol) at rt. The reaction mixture was stirred at 100° C. overnight. The mixture was concentrated in vacuo. The residue was purified by column chromatography using silica gel (100-200 mesh) and 0-30% acetone in hexane to provide 4-amino-6-[1-(3-pyridin-2-yl-imidazo[1,2-a]pyrimidin-2-yl)-et...